Dataset: the Open Reaction Database (ORD), a public repository of structured organic reaction records. Task: describe an organic reaction: reactants, conditions, products, and yield Reactants: C(C)(C)(C)OC(NC1=C(C=C(C(=C1)N(C)CC(C)C)Cl)NC(CC(=O)C1=CC(=CC=C1)C1=CC(=NC(=C1)C)C)=O)=O ([4-chloro-2-{3-[3-(2,6-dimethyl-pyridin-4-yl)-phenyl]-3-oxo-propionylamino}-5-(isobutyl-methyl-amino)-phenyl]-carbamic acid tert-butyl ester), C(=O)(C(F)(F)F)O (TFA). Solvent: C(Cl)Cl (CH2Cl2). The product is ClC=1C(=CC2=C(NC(CC(=N2)C2=CC(=CC=C2)C2=CC(=NC(=C2)C)C)=O)C1)N(C)CC(C)C (8-Chloro-4-[3-(2,6-dimethyl-pyridin-4-yl)-phenyl]-7-(isobutyl-methyl-amino)-1,3-dihydro-benzo[b][1,4]diazepin-2-one), solid. Yield: 82.0%. RXN SMILES: C(OC(=O)[NH:7][C:8]1[CH:13]=[C:12]([N:14]([CH2:16][CH:17]([CH3:19])[CH3:18])[CH3:15])[C:11]([Cl:20])=[CH:10][C:9]=1[NH:21][C:22](=[O:40])[CH2:23][C:24]([C:26]1[CH:31]=[CH:30][CH:29]=[C:28]([C:32]2[CH:37]=[C:36]([CH3:38])[N:35]=[C:34]([CH3:39])[CH:33]=2)[CH:27]=1)=O)(C)(C)C.C(O)(C(F)(F)F)=O>C(Cl)Cl>[Cl:20][C:11]1[C:12]([N:14]([CH2:16][CH:17]([CH3:19])[CH3:18])[CH3:15])=[CH:13][C:8]2[N:7]=[C:24]([C:26]3[CH:31]=[CH:30][CH:29]=[C:28]([C:32]4[CH:33]=[C:34]([CH3:39])[N:35]=[C:36]([CH3:38])[CH:37]=4)[CH:27]=3)[CH2:23][C:22](=[O:40])[NH:21][C:9]=2[CH:10]=1. Procedure details: The title compound was prepared from [4-chloro-2-{3-[3-(2,6-dimethyl-pyridin-4-yl)-phenyl]-3-oxo-propionylamino}-5-(isobutyl-methyl-amino)-phenyl]-carbamic acid tert-butyl ester (Example M305) (0.43 g, 0.74 mmol) by treatment with TFA in CH2Cl2 according to the general procedure N. Obtained as an off-white solid (282 mg, 82%).